This data is from the Open Reaction Database (ORD), a public repository of structured organic reaction records. The task is: describe an organic reaction: reactants, conditions, products, and yield Starting materials: BrC=1C=C(C(=NC1)Cl)F (5-bromo-2-chloro-3-fluoro pyridine), [Cl-].[Li+].C(C)(C)[Mg]Cl (isopropyl magnesium chloride lithium chloride), C(C=C)Br (allyl bromide). The reagents and catalysts are [Cu]I (CuI). The solvent is C1CCOC1 (THF). Run at temperature 0 celsius, time 10 minute. Product: C(C=C)C=1C=C(C(=NC1)Cl)F (5-allyl-2-chloro-3-fluoropyridine). Isolated yield 76.5%. As a reaction SMILES: Br[C:2]1[CH:3]=[C:4]([F:9])[C:5]([Cl:8])=[N:6][CH:7]=1.[Cl-].[Li+].[CH:12]([Mg]Cl)([CH3:14])[CH3:13].C(Br)C=C>C1COCC1.[Cu]I>[CH2:14]([C:2]1[CH:3]=[C:4]([F:9])[C:5]([Cl:8])=[N:6][CH:7]=1)[CH:12]=[CH2:13] |f:1.2.3|. Procedure: In a dry 3-necked flask flushed with argon containing a solution of 5-bromo-2-chloro-3-fluoro pyridine (4.0 g, 19.05 mmol) at 0° C. was added isopropyl magnesium chloride lithium chloride complex (1.3 M THF solution, 24.8 mmol, 19.1 mL) over 10 min. After additional 10 min of stirring at 0° C., CuI (0.73 g, 3.81 mmol) was added, and the mixture was stirred for 10 minutes at 0° C. and then a solution of allyl bromide (38.1 mmol, 3.3 mL) in THF (4.0 mL) was added at 0° C. over 10 min. After furthe... The reactants are O(C1=CC=CC=C1)CCN1CC2=CC=CC=C2C[C@@H]1C(=O)N[C@@H](C)C1=CC=C(C(=O)OC)C=C1 (methyl 4-[(1S)-1-[[(3R)-2-(2-phenoxyethyl)-3,4-dihydro-1H-isoquinoline-3-carbonyl]amino]ethyl]benzoate), [OH-].[Na+] (sodium hydroxide). The solvent is C1CCOC1 (THF). Run at temperature 5 celsius. Yields the product O(C1=CC=CC=C1)CCN1CC2=CC=CC=C2C[C@@H]1C(=O)N[C@@H](C)C1=CC=C(C(=O)O)C=C1 (4-[(1S)-1-[[(3R)-2-(2-phenoxyethyl)-3,4-dihydro-1H-isoquinoline-3-carbonyl]amino]ethyl]benzoic acid). The yield is 64.6%. As a reaction SMILES: [O:1]([CH2:8][CH2:9][N:10]1[C@@H:19]([C:20]([NH:22][C@H:23]([C:25]2[CH:34]=[CH:33][C:28]([C:29]([O:31]C)=[O:30])=[CH:27][CH:26]=2)[CH3:24])=[O:21])[CH2:18][C:17]2[C:12](=[CH:13][CH:14]=[CH:15][CH:16]=2)[CH2:11]1)[C:2]1[CH:7]=[CH:6][CH:5]=[CH:4][CH:3]=1.[OH-].[Na+]>C1COCC1>[O:1]([CH2:8][CH2:9][N:10]1[C@@H:19]([C:20]([NH:22][C@H:23]([C:25]2[CH:26]=[CH:27][C:28]([C:29]([OH:31])=[O:30])=[CH:33][CH:34]=2)[CH3:24])=[O:21])[CH2:18][C:17]2[C:12](=[CH:13][CH:14]=[CH:15][CH:16]=2)[CH2:11]1)[C:2]1[CH:7]=[CH:6][CH:5]=[CH:4][CH:3]=1 |f:1.2|. Procedure details: Stir a mixture of methyl 4-[(1S)-1-[[(3R)-2-(2-phenoxyethyl)-3,4-dihydro-1H-isoquinoline-3-carbonyl]amino]ethyl]benzoate (41.5 g, 90.5 mmol), THF (291 mL), and 2 M aqueous sodium hydroxide (181 mL, 360 mmol) at 40° C. overnight. Concentrate under reduced pressure to remove the THF. Add water (200 mL), then wash the aqueous layer with TBME (2×200 mL). Cool the aqueous layer to 5° C. and add concentrated aqueous hydrochloric acid with stirring until the pH reaches 2 (as estimated by pH paper analy... Reactants: CCCCOc1cc(C(=O)OC)ccc1[N+](=O)[O-], CO, [Cl-], [NH4+], [Zn]. Yields the product CCCCOc1cc(C(=O)OC)ccc1N. RXN SMILES: [CH2:1]([CH2:2][CH2:3][CH3:4])[O:5][c:6]1[cH:7][c:8]([C:9](=[O:10])[O:11][CH3:12])[cH:13][cH:14][c:15]1[N+:16]([O-:17])=[O:18].[CH3:21][OH:22].[Cl-:19].[NH4+:20].[Zn:23]>>[CH2:1]([CH2:2][CH2:3][CH3:4])[O:5][c:6]1[cH:7][c:8]([C:9](=[O:10])[O:11][CH3:12])[cH:13][cH:14][c:15]1[NH2:16]. Reactants: O=C1C(=CN=C2N1C=NC=1C=CC(=CC21)NC(C(C)C)=O)C(=O)OC (methyl 4-oxo-10-(2-methylpropionamido)-4H-pyrimido[1,2-C]quinazoline-3-carboxylate), [I-].[Li+] (lithium iodide). Run in N1=CC=CC=C1 (pyridine). Run at temperature 100 celsius, time 1.5 hour. The product is O=C1C(=CN=C2N1C=NC=1C=CC(=CC21)NC(C(C)C)=O)C(=O)O (4-oxo-10-(2-methylpropionamido)-4H-pyrimido[1,2-C]quinazoline-3-carboxylic acid). Isolated yield 73.1%. As a reaction SMILES: [O:1]=[C:2]1[N:7]2[CH:8]=[N:9][C:10]3[CH:11]=[CH:12][C:13]([NH:16][C:17](=[O:21])[CH:18]([CH3:20])[CH3:19])=[CH:14][C:15]=3[C:6]2=[N:5][CH:4]=[C:3]1[C:22]([O:24]C)=[O:23].[I-].[Li+]>N1C=CC=CC=1>[O:1]=[C:2]1[N:7]2[CH:8]=[N:9][C:10]3[CH:11]=[CH:12][C:13]([NH:16][C:17](=[O:21])[CH:18]([CH3:20])[CH3:19])=[CH:14][C:15]=3[C:6]2=[N:5][CH:4]=[C:3]1[C:22]([OH:24])=[O:23] |f:1.2|. Reported procedure: A mixture of methyl 4-oxo-10-(2-methylpropionamido)-4H-pyrimido[1,2-C]quinazoline-3-carboxylate (5.42 g) and anhydrous lithium iodide (13.55 g) in dry pyridine (54 ml) was stirred at 100° C. for 1.5 hours. The reaction mixture was cooled to give crytals which were collected by filtration and washed with pyridine. The crystals were suspended in water (200 ml). The suspension was adjusted to pH 2.5-3.0 with conc. hydrochloric acid to give yellow crystals, which were separated by filtration, washed... The reactants are N([C@H](C(C)C)C(=O)ON1C(=O)CCC1=O)C(=O)OCC1C2=CC=CC=C2C2=CC=CC=C12 (Fmoc-D-Val-OSu), N[C@H](C)C(=O)O (D-alanine), C(=O)(OCC1C2=CC=CC=C2C2=CC=CC=C12)N[C@H](C(C)C)C(=O)O (Fmoc-D-Valine), ON1C(CCC1=O)=O (N-hydroxysuccinimide), C(C)(C)N=C=NC(C)C (diisopropylcarbodiimide), C([O-])(O)=O.[Na+] (sodium bicarbonate). Solvent: C(OC)COC (dimethoxyethane), O (water), C1CCOC1 (THF), C(Cl)Cl (CH2Cl2), C1CCOC1 (THF), C(Cl)Cl (CH2Cl2). Conditions: time 8 hour. Product: C1=CC=CC=2C3=CC=CC=C3C(C12)COC(=O)N[C@@H](C(=O)N[C@@H](C(=O)O)C)C(C)C ((R)-2-((R)-2-((((9H-fluoren-9-yl)methoxy)carbonyl)amino)-3-methylbutanamido)propanoic acid). The yield is 52.9%. Reaction SMILES: [C:1]([NH:18][C@@H:19]([C:23](O)=[O:24])[CH:20]([CH3:22])[CH3:21])([O:3][CH2:4][CH:5]1[C:17]2[C:12](=[CH:13][CH:14]=[CH:15][CH:16]=2)[C:11]2[C:6]1=[CH:7][CH:8]=[CH:9][CH:10]=2)=[O:2].ON1C(=O)CCC1=O.C(N=C=NC(C)C)(C)C.[NH:43](C(OCC1C2C(=CC=CC=2)C2C1=CC=CC=2)=O)[C@@H:44]([C:48]([O:50]N1C(=O)CCC1=O)=[O:49])[CH:45](C)C.N[C@@H](C(O)=O)C.C(=O)(O)[O-].[Na+]>C(Cl)Cl.C(COC)OC.C1COCC1.O>[CH:16]1[C:17]2[CH:5]([CH2:4][O:3][C:1]([NH:18][C@H:19]([CH:20]([CH3:22])[CH3:21])[C:23]([NH:43][C@H:44]([CH3:45])[C:48]([OH:50])=[O:49])=[O:24])=[O:2])[C:6]3[C:11](=[CH:10][CH:9]=[CH:8][CH:7]=3)[C:12]=2[CH:13]=[CH:14][CH:15]=1 |f:5.6|. Procedure: A flame dried flask was charged with Fmoc-D-Valine (200 mg, 0.59 mmol) and 5.9 mL anhydrous THF. N-hydroxysuccinimide (75 mg, 0.65 mmol) was added, followed by diisopropylcarbodiimide (0.1 mL, 0.65 mmol), and the reaction was stirred at an ambient temperature overnight, at which time LC-MS revealed conversion to product. The reaction mixture was diluted with CH2Cl2 and washed with water (50 mL), brine (50 mL), dried over sodium sulfate and concentrated to dryness. The material was carried forwar...